From a dataset of the Open Reaction Database (ORD), a public repository of structured organic reaction records. describe an organic reaction: reactants, conditions, products, and yield Reactants: O=C([O-])[O-], CI, CCOC(C)=O, CN(C)C=O, [K+], [K+], CC1C(Nc2cnn(C3CCCCO3)c(=O)c2O)CC2CC1C2(C)C. The product is COc1c(NC2CC3CC(C2C)C3(C)C)cnn(C2CCCCO2)c1=O. Reaction SMILES: [C:28](=[O:29])([O-:30])[O-:31].[CH3:26][I:27].[CH3:34][CH2:35][O:36][C:37](=[O:38])[CH3:39].[CH3:40][N:41]([CH3:42])[CH:43]=[O:44].[K+:32].[K+:33].[OH:1][c:2]1[c:3](=[O:25])[n:4]([CH:19]2[O:20][CH2:21][CH2:22][CH2:23][CH2:24]2)[n:5][cH:6][c:7]1[NH:8][CH:9]1[CH:10]([CH3:18])[CH:11]2[C:12]([CH3:16])([CH3:17])[CH:13]([CH2:14]1)[CH2:15]2>>[O:1]([c:2]1[c:3](=[O:25])[n:4]([CH:19]2[O:20][CH2:21][CH2:22][CH2:23][CH2:24]2)[n:5][cH:6][c:7]1[NH:8][CH:9]1[CH:10]([CH3:18])[CH:11]2[C:12]([CH3:16])([CH3:17])[CH:13]([CH2:14]1)[CH2:15]2)[CH3:28]. Starting materials: [N+](=O)([O-])C1=CNC=C1 (3-nitropyrrole), IC(COS(=O)(=O)C1=CC=C(C=C1)C)=C(I)I (2,3,3-triiodoallyl-p-toluenesulfonate), [OH-].[Na+] (sodium hydroxide). Run in CN(C=O)C (N,N-dimethylformamide). Conditions: time 15 minute. Yields the product IC(CN1C=C(C=C1)[N+](=O)[O-])=C(I)I (1-(2',3',3'-Triiodoallyl)-3-nitropyrrole). As a reaction SMILES: [N+:1]([C:4]1[CH:8]=[CH:7][NH:6][CH:5]=1)([O-:3])=[O:2].[I:9][C:10](=[C:23]([I:25])[I:24])[CH2:11]OS(C1C=CC(C)=CC=1)(=O)=O.[OH-].[Na+]>CN(C)C=O>[I:9][C:10](=[C:23]([I:25])[I:24])[CH2:11][N:6]1[CH:7]=[CH:8][C:4]([N+:1]([O-:3])=[O:2])=[CH:5]1 |f:2.3|. Procedure: To a solution of 112 mg (1 mmole) of 3-nitropyrrole in 5.0 ml of dry N,N-dimethylformamide were added 606 mg of 2,3,3-triiodoallyl-p-toluenesulfonate and 60 mg (1.5 mmoles) of powdery sodium hydroxide and the reaction was carried out with stirring for 15 minutes. Starting materials: Cl(=O)(=O)(=O)O (perchloric acid), CCCCCC (hexane), C(CCC)[Li] (n-butyl lithium), C1=CC=C(C=C1)C2=CC(=O)C=C(O2)C3=CC=CC=C3 (2,6-diphenyl-γ-pyrone). Run in O1CCCC1 (tetrahydrofuran). Reaction conditions: temperature -20 celsius. The product is Cl(=O)(=O)(=O)[O-].C1(=CC=CC=C1)C1=[O+]C(=CC=C1CCC)C1=CC=CC=C1 (2,6-diphenyl-3-n-propylpyrylium perchlorate). The yield is 45.0%. RXN SMILES: [CH3:1][CH2:2][CH2:3]CCC.C([Li])CCC.[CH:12]1[CH:17]=[CH:16][C:15]([C:18]2[O:24][C:23]([C:25]3[CH:30]=[CH:29][CH:28]=[CH:27][CH:26]=3)=[CH:22][C:20](=O)[CH:19]=2)=[CH:14][CH:13]=1.[Cl:31]([OH:35])(=[O:34])(=[O:33])=[O:32]>O1CCCC1>[Cl:31]([O-:35])(=[O:34])(=[O:33])=[O:32].[C:15]1([C:18]2[C:19]([CH2:1][CH2:2][CH3:3])=[CH:20][CH:22]=[C:23]([C:25]3[CH:30]=[CH:29][CH:28]=[CH:27][CH:26]=3)[O+:24]=2)[CH:16]=[CH:17][CH:12]=[CH:13][CH:14]=1 |f:5.6|. Reported procedure: A 1.7M hexane solution (3.5 ml) containing 6 mmol of n-butyl lithium was added dropwise to 10 ml of an anhydrous tetrahydrofuran solution containing 1.24 g (5 mmol) of 2,6-diphenyl-γ-pyrone which was cooled to -20° C. One hour later, the reaction mixture was poured into 50 ml of a 6 wt% aqueous solution of perchloric acid. The precipitated solid was collected by filtration, dissolved in a small amount of methylene chloride and reprecipitated in diethyl ether. The precipitated yellow solid was se... Reactants: C1(CCCO1)=O (butyrolactone), NCC(=O)O (glycine), N1(C(CCC1)=O)CC(=O)O (2-pyrrolidone acetic acid), C(O)CN (ethanolamine). The product is O1C(=NCC1)CN1C(CCC1)=O (1-[(2-oxazolin-2-yl)methyl]-2-pyrrolidone). As a reaction SMILES: C1(=O)OCCC1.[NH2:7][CH2:8][C:9](O)=O.[N:12]1([CH2:18][C:19]([OH:21])=O)[CH2:16][CH2:15][CH2:14][C:13]1=[O:17].C(CN)O>>[O:21]1[CH2:9][CH2:8][N:7]=[C:19]1[CH2:18][N:12]1[CH2:16][CH2:15][CH2:14][C:13]1=[O:17]. Procedure details: --[(2-oxazolin-2-yl)methyl]-2-pyrrolidone, for example, can be obtained by condensation of pyrrolidone and chloroacetic acid to form 2-pyrrolidone acetic acid, where m =I in the above formula (II), or, alternatively, by condensing butyrolactone with glycine, and the starting carboxylic acid condensed with ethanolamine and cyclodehydrated to form 1-[(2-oxazolin-2-yl)methyl]-2-pyrrolidone. Reactants: CON=CC1=CC=C(C=C1)C(F)(F)F (4-trifluoromethyl-benzaldehyde O-methyloxime), C(#N)[BH3-].[Na+] (sodium cyanoborohydride), compound 3-B. Yields the product CONCC1=CC=C(C=C1)C(F)(F)F (O-Methyl-N-(4-trifluoromethyl-benzyl)-hydroxylamine). Isolated yield 73.0%. RXN SMILES: [CH3:1][O:2][N:3]=[CH:4][C:5]1[CH:10]=[CH:9][C:8]([C:11]([F:14])([F:13])[F:12])=[CH:7][CH:6]=1.C([BH3-])#N.[Na+]>>[CH3:1][O:2][NH:3][CH2:4][C:5]1[CH:6]=[CH:7][C:8]([C:11]([F:12])([F:13])[F:14])=[CH:9][CH:10]=1 |f:1.2|. Reported procedure: Reduction 4-trifluoromethyl-benzaldehyde O-methyloxime of with sodium cyanoborohydride as described in the preparation of compound 3-B gave the title hydroxylamine as a clear oil (73% yield). 1HNMR 400 MHz (CDCl3) δ (ppm): 3.49 (3H, s, OCH3), 4.09 (2H, s, NCH2), 5.80 (1H, broad s, NH), 7.48 (2H, m, aromatics), 7.60 (2H, m, aromatics). The hydrochloride salt was obtained as a white solid: mp 132-133° C. Anal. calcd for C9H10F3NO—HCl: C, 44.74; H, 4.59; N, 5.80. Found: C, 44.71; H, 4.53; N, 5.68. The reactants are OC(=O)C(C)C1=CC=C(CC(C)C)C=C1 (Racemic ibuprofen), C(CCCCCCC)NC[C@H](O)[C@@H](O)[C@H](O)[C@H](O)CO (N-octyl-D-glucamine). Solvent: C(C)(C)O (isopropanol). Reaction conditions: temperature 33 celsius. Yields the product C(CCCCCCC)NC[C@H](O)[C@@H](O)[C@H](O)[C@H](O)CO.OC(=O)[C@@H](C)C1=CC=C(CC(C)C)C=C1 ((S)-ibuprofen N-octyl-D-glucamine salt). The yield is 86.0%. RXN SMILES: [OH:1][C:2]([CH:4]([C:6]1[CH:15]=[CH:14][C:9]([CH2:10][CH:11]([CH3:13])[CH3:12])=[CH:8][CH:7]=1)[CH3:5])=[O:3].[CH2:16]([NH:24][CH2:25][C@@H:26]([C@H:28]([C@@H:30]([C@@H:32]([CH2:34][OH:35])[OH:33])[OH:31])[OH:29])[OH:27])[CH2:17][CH2:18][CH2:19][CH2:20][CH2:21][CH2:22][CH3:23]>C(O)(C)C>[CH2:16]([NH:24][CH2:25][C@@H:26]([C@H:28]([C@@H:30]([C@@H:32]([CH2:34][OH:35])[OH:33])[OH:31])[OH:29])[OH:27])[CH2:17][CH2:18][CH2:19][CH2:20][CH2:21][CH2:22][CH3:23].[OH:3][C:2]([C@H:4]([C:6]1[CH:7]=[CH:8][C:9]([CH2:10][CH:11]([CH3:12])[CH3:13])=[CH:14][CH:15]=1)[CH3:5])=[O:1] |f:3.4|. Procedure: Racemic ibuprofen (27.03, 131.03 mmol), N-octyl-D-glucamine (16.35 g, 55.73 mmol), and isopropanol (150 mL) were heated to 80° C., forming a clear solution, and the solution then cooled to 33° C. over 4 hours. The resulting precipitate was recovered by filtration, washed with isopropanol, and dried to give (S)-ibuprofen N-octyl-D-glucamine salt (23.95 g, 47.93 mmol, 73.2% yield, 99.0% ee). Starting materials: ClC=1C=C(N)C=CC1 (3-Chloro-aniline), O=C1C(CCC1)C#N (2-Oxo-cyclopentane-carbonitrile), [Cl-].[Ca+2].[Cl-] (calcium chloride). Product: ClC=1C=C(C=CC1)NC1=C(CCC1)C#N (2-(3'-Chlorophenyl)aminocyclopent-1-ene-carbonitrile). As a reaction SMILES: [Cl:1][C:2]1[CH:3]=[C:4]([CH:6]=[CH:7][CH:8]=1)[NH2:5].O=[C:10]1[CH2:14][CH2:13][CH2:12][CH:11]1[C:15]#[N:16].[Cl-].[Ca+2].[Cl-]>>[Cl:1][C:2]1[CH:3]=[C:4]([NH:5][C:10]2[CH2:14][CH2:13][CH2:12][C:11]=2[C:15]#[N:16])[CH:6]=[CH:7][CH:8]=1 |f:2.3.4|. Procedure details: 3-Chloro-aniline (Aldrich Chemicals) (5.1 g, 40.0 mmol), cyano-ketone (Example 11) (4.4 g, 40.4 mmol) and calcium chloride (5.0 g, 45.0 mmol) in T.H.F. (60 ml) were heated under reflux for 17 hours. After cooling, the mixture was filtered and the solvent evaporated. Kugelrohr distillation (150° C., 0.2 mmHg) gave the product as light yellow powder.